This data is from the Open Reaction Database (ORD), a public repository of structured organic reaction records. The task is: describe an organic reaction: reactants, conditions, products, and yield The reactants are CN1CCC2(CC(CO2)=NO)CC1 (8-Methyl-1-oxa-8-azaspiro[4.5]decan-3-one oxime), C(\C=C/C(=O)O)(=O)O (maleic acid). Solvent: C(C)(=O)OCC (ethyl acetate). Yields the product C(\C=C/C(=O)O)(=O)O.CN1CCC2(CC(CO2)=NO)CC1 (8-Methyl-1-oxa-8-azaspiro[4.5]decan-3 -one oxime maleate). RXN SMILES: [CH3:1][N:2]1[CH2:13][CH2:12][C:5]2([O:9][CH2:8][C:7](=[N:10][OH:11])[CH2:6]2)[CH2:4][CH2:3]1.[C:14]([OH:21])(=[O:20])/[CH:15]=[CH:16]\[C:17]([OH:19])=[O:18]>C(OCC)(=O)C>[C:14]([OH:21])(=[O:20])/[CH:15]=[CH:16]\[C:17]([OH:19])=[O:18].[CH3:1][N:2]1[CH2:13][CH2:12][C:5]2([O:9][CH2:8][C:7](=[N:10][OH:11])[CH2:6]2)[CH2:4][CH2:3]1 |f:3.4|. Reported procedure: The compound of Example 3 (0.76 g, 4.1 mmol) was dissolved in hot ethyl acetate and mixed with maleic acid (0.48 g, 0.41 mmol) to give the title compound as a white solid, mp 183°-184°. The reactants are NC1=CC=C(C=C1)N1CCC(CC1)C1=NN(C(O1)=O)CC (5-[1-(4-aminophenyl)-4-piperidyl]-3-ethyl-2,3-dihydro-1,3,4-oxadiazol-2-one), [N+](=O)([O-])C1=CC=C(O1)C=O (5-nitro2-furaldehyde). The reagents and catalysts are CC(=O)O (CH3COOH). Solvent: CO (methanol). Yields the product C(C)N1C(OC(=N1)C1CCN(CC1)C1=CC=C(C=C1)/N=C/C=1OC(=CC1)[N+](=O)[O-])=O (3-Ethyl-5-[1-(4-[(E)-1-(5-nitro-2-furyl)methylidene]aminophenyl)-4-piperidyl]-2,3-dihydro-1,3,4-oxadiazol-2-one). The yield is 87.0%. RXN SMILES: [NH2:1][C:2]1[CH:7]=[CH:6][C:5]([N:8]2[CH2:13][CH2:12][CH:11]([C:14]3[O:18][C:17](=[O:19])[N:16]([CH2:20][CH3:21])[N:15]=3)[CH2:10][CH2:9]2)=[CH:4][CH:3]=1.[N+:22]([C:25]1[O:29][C:28]([CH:30]=O)=[CH:27][CH:26]=1)([O-:24])=[O:23]>CC(O)=O.CO>[CH2:20]([N:16]1[N:15]=[C:14]([CH:11]2[CH2:10][CH2:9][N:8]([C:5]3[CH:4]=[CH:3][C:2](/[N:1]=[CH:30]/[C:28]4[O:29][C:25]([N+:22]([O-:24])=[O:23])=[CH:26][CH:27]=4)=[CH:7][CH:6]=3)[CH2:13][CH2:12]2)[O:18][C:17]1=[O:19])[CH3:21]. Procedure: 5-[1-(4-Aminophenyl)-4-piperidyl]-3-ethyl-2,3-dihydro-1,3,4-oxadiazol-2-one (7c, 0.29 g, 1 mmol) on reacting with 5-nitro2-furaldehyde in the presence of catalytic amount of CH3COOH (3 drops) in methanol at 0° C. for 10 h and the obtained solid is filtered, washed with water and recrystallized in ethanol to obtain product 3-ethyl-5-[1-(4-[(E)-1-(5-nitro-2-furyl)methylidene]aminophenyl)-4-piperidyl]-2,3-dihydro-1,3,4-oxadiazol-2-one (9c, 357 mg, 87%). The reactants are NC1=CC2=C(CCN(CC2)CCO)C=C1OC (2-(7-Amino-8-methoxy-1,2,4,5-tetrahydro-3-benzazepin-3-yl)-ethanol), ClC1=NC=C(C(=N1)NC1(CCCCC1)CC(=O)N)Cl (2-[1-(2,5-Dichloro-pyrimidin-4-ylamino)-cyclohexyl]-acetamide). The product is ClC=1C(=NC(=NC1)NC1=CC2=C(CCN(CC2)CCO)C=C1OC)NC1(CCCCC1)CC(=O)N (2-(1-{5-Chloro-2-[3-(2-hydroxy-ethyl)-8-methoxy-2,3,4,5-tetrahydro-1H-benzo[d]azepin-7-ylamino]-pyrimidin-4-ylamino}-cyclohexyl)-acetamide), foam. Isolated yield 24.0%. Reaction SMILES: [NH2:1][C:2]1[C:15]([O:16][CH3:17])=[CH:14][C:5]2[CH2:6][CH2:7][N:8]([CH2:11][CH2:12][OH:13])[CH2:9][CH2:10][C:4]=2[CH:3]=1.Cl[C:19]1[N:24]=[C:23]([NH:25][C:26]2([CH2:32][C:33]([NH2:35])=[O:34])[CH2:31][CH2:30][CH2:29][CH2:28][CH2:27]2)[C:22]([Cl:36])=[CH:21][N:20]=1>>[Cl:36][C:22]1[C:23]([NH:25][C:26]2([CH2:32][C:33]([NH2:35])=[O:34])[CH2:31][CH2:30][CH2:29][CH2:28][CH2:27]2)=[N:24][C:19]([NH:1][C:2]2[C:15]([O:16][CH3:17])=[CH:14][C:5]3[CH2:6][CH2:7][N:8]([CH2:11][CH2:12][OH:13])[CH2:9][CH2:10][C:4]=3[CH:3]=2)=[N:20][CH:21]=1. Reported procedure: The title compound was prepared from 2-(7-Amino-8-methoxy-1,2,4,5-tetrahydro-3-benzazepin-3-yl)-ethanol and 2-[1-(2,5-Dichloro-pyrimidin-4-ylamino)-cyclohexyl]-acetamide in an analogous manner to Example 61e. Product isolated as a pale yellow foam (0.064 g, 24%). MP: 84-96° C. 1HNMR (400 MHz, CDCl3, δ, ppm): 7.93 (s, 1H), 7.89 (s, 1H), 7.18 (s, 1H), 6.66 (s, 1H), 5.44 (br s, 1H), 5.26 (s, 1H), 5.11 (br s, 1H), 3.86 (s, 3H), 3.66-3.61 (m, 2H), 2.93 (m, 6H), 2.73-2.64 (m, 6H), 2.37-2.29 (m, 2H), 1... Starting materials: CCc1nc(C=Cc2cn(-c3ccccc3)nc2OCc2ccc(OCc3nc(-c4cccc(C(=O)OC)c4)oc3C)c(OC)c2)cs1, CCO, Cl, [Na+], C1CCOC1, [OH-], O. Yields the product CCc1nc(C=Cc2cn(-c3ccccc3)nc2OCc2ccc(OCc3nc(-c4cccc(C(=O)O)c4)oc3C)c(OC)c2)cs1. Reaction SMILES: [CH2:1]([CH3:2])[c:3]1[s:4][cH:5][c:6]([CH:8]=[CH:9][c:10]2[c:11]([O:21][CH2:22][c:23]3[cH:24][c:25]([O:47][CH3:48])[c:26]([O:27][CH2:28][c:29]4[n:30][c:31](-[c:35]5[cH:36][c:37]([C:38](=[O:39])[O:40][CH3:41])[cH:42][cH:43][cH:44]5)[o:32][c:33]4[CH3:34])[cH:45][cH:46]3)[n:12][n:13](-[c:15]3[cH:16][cH:17][cH:18][cH:19][cH:20]3)[cH:14]2)[n:7]1.[CH3:58][CH2:59][OH:60].[ClH:56].[Na+:55].[O:49]1[CH2:50][CH2:51][CH2:52][CH2:53]1.[OH-:54].[OH2:57]>>[CH2:1]([CH3:2])[c:3]1[s:4][cH:5][c:6]([CH:8]=[CH:9][c:10]2[c:11]([O:21][CH2:22][c:23]3[cH:24][c:25]([O:47][CH3:48])[c:26]([O:27][CH2:28][c:29]4[n:30][c:31](-[c:35]5[cH:36][c:37]([C:38](=[O:39])[OH:40])[cH:42][cH:43][cH:44]5)[o:32][c:33]4[CH3:34])[cH:45][cH:46]3)[n:12][n:13](-[c:15]3[cH:16][cH:17][cH:18][cH:19][cH:20]3)[cH:14]2)[n:7]1. Starting materials: CCCCCCCCCC(Oc1ccc(C2=CCCCCC2)cc1)C(=O)OCC, CCO, [Na+], [OH-]. Yields the product CCCCCCCCCC(Oc1ccc(C2=CCCCCC2)cc1)C(=O)O. Reaction SMILES: [CH2:3]([CH3:4])[O:5][C:6]([CH:7]([CH2:8][CH2:9][CH2:10][CH2:11][CH2:12][CH2:13][CH2:14][CH2:15][CH3:16])[O:17][c:18]1[cH:19][cH:20][c:21]([C:24]2=[CH:25][CH2:26][CH2:27][CH2:28][CH2:29][CH2:30]2)[cH:22][cH:23]1)=[O:31].[CH3:32][CH2:33][OH:34].[Na+:2].[OH-:1]>>[O:5]=[C:6]([CH:7]([CH2:8][CH2:9][CH2:10][CH2:11][CH2:12][CH2:13][CH2:14][CH2:15][CH3:16])[O:17][c:18]1[cH:19][cH:20][c:21]([C:24]2=[CH:25][CH2:26][CH2:27][CH2:28][CH2:29][CH2:30]2)[cH:22][cH:23]1)[OH:31]. The reactants are C(C1=CC=CC=C1)C=1OC=C(N1)CC (2-benzyl-4-ethyloxazole), CS(=O)(=O)C=1COCC1 (3-methylsulfonyl-2,5-dihydrofuran). Yields the product C(C1=CC=CC=C1)C1=NC(=C(C2=C1COC2)O)CC (4-Benzyl-6-ethyl-1,3-dihydro-furo[3,4-c]pyridin-7-ol). As a reaction SMILES: [CH2:1]([C:8]1[O:9][CH:10]=[C:11]([CH2:13][CH3:14])[N:12]=1)[C:2]1[CH:7]=[CH:6][CH:5]=[CH:4][CH:3]=1.CS([C:19]1[CH2:20][O:21][CH2:22][CH:23]=1)(=O)=O>>[CH2:1]([C:8]1[C:19]2[CH2:20][O:21][CH2:22][C:23]=2[C:10]([OH:9])=[C:11]([CH2:13][CH3:14])[N:12]=1)[C:2]1[CH:7]=[CH:6][CH:5]=[CH:4][CH:3]=1. Procedure details: 9.4 g (50 millimoles) of 2-benzyl-4-ethyloxazole and 29.6 g. (200 millimoles) of 3-methylsulfonyl-2,5-dihydrofuran are heated for 15 hours at 150°. Unconverted sulfone is distilled off in a high vacuum. The residue is digested in methylene chloride, the undissolved constituent is filtered off, and the filtrate is extracted with 150 ml of 10% strength sodium hydroxide solution. The alkaline solution is neutralized and extracted with methylene chloride. On concentrating the methylene chloride solu... Reactants: [BH3-]C#N, CC(=O)O, CO, O=C(CNC(=O)c1cccc(C(F)(F)F)c1)NCC1CCNCC1, [Na+], COc1ccc(C=O)cc1O. Product: COc1ccc(CN2CCC(CNC(=O)CNC(=O)c3cccc(C(F)(F)F)c3)CC2)cc1O. As a reaction SMILES: [C:36]([BH3-:37])#[N:38].[C:42]([OH:43])(=[O:44])[CH3:45].[CH3:40][OH:41].[F:1][C:2]([c:3]1[cH:4][c:5]([C:6](=[O:7])[NH:8][CH2:9][C:10](=[O:11])[NH:12][CH2:13][CH:14]2[CH2:15][CH2:16][NH:17][CH2:18][CH2:19]2)[cH:20][cH:21][cH:22]1)([F:23])[F:24].[Na+:39].[OH:25][c:26]1[cH:27][c:28]([CH:29]=[O:30])[cH:31][cH:32][c:33]1[O:34][CH3:35]>>[F:1][C:2]([c:3]1[cH:4][c:5]([C:6](=[O:7])[NH:8][CH2:9][C:10](=[O:11])[NH:12][CH2:13][CH:14]2[CH2:15][CH2:16][N:17]([CH2:29][c:28]3[cH:27][c:26]([OH:25])[c:33]([O:34][CH3:35])[cH:32][cH:31]3)[CH2:18][CH2:19]2)[cH:20][cH:21][cH:22]1)([F:23])[F:24]. Starting materials: [BH4-], C1CCOC1, CCC(CC)(c1ccc(OCC(=O)C(C)(C)C)c(C)c1)c1ccc2oc(C(=O)N(C)CC(=O)O)cc2c1, [Na+]. The product is CCC(CC)(c1ccc(OCC(O)C(C)(C)C)c(C)c1)c1ccc2oc(C(=O)N(C)CC(=O)O)cc2c1. Reaction SMILES: [BH4-:38].[CH2:40]1[O:41][CH2:42][CH2:43][CH2:44]1.[CH3:1][C:2]([C:3]([CH2:4][O:5][c:6]1[c:7]([CH3:34])[cH:8][c:9]([C:12]([CH2:13][CH3:14])([CH2:15][CH3:16])[c:17]2[cH:18][cH:19][c:20]3[c:21]([cH:22][c:23]([C:25](=[O:26])[N:27]([CH3:28])[CH2:29][C:30](=[O:31])[OH:32])[o:24]3)[cH:33]2)[cH:10][cH:11]1)=[O:35])([CH3:36])[CH3:37].[Na+:39]>>[CH3:1][C:2]([CH:3]([CH2:4][O:5][c:6]1[c:7]([CH3:34])[cH:8][c:9]([C:12]([CH2:13][CH3:14])([CH2:15][CH3:16])[c:17]2[cH:18][cH:19][c:20]3[c:21]([cH:22][c:23]([C:25](=[O:26])[N:27]([CH3:28])[CH2:29][C:30](=[O:31])[OH:32])[o:24]3)[cH:33]2)[cH:10][cH:11]1)[OH:35])([CH3:36])[CH3:37]. Starting materials: C(C)NCC (Diethylamine), C(=O)(O)CP(OC)(OC)=O (dimethyl (carboxymethyl)phosphonate), C1(CCCCC1)N=C=NC1CCCCC1 (dicyclohexylcarbodiimide). Run in C(Cl)Cl (methylene chloride). Yields the product C(C)N(C(=O)CP(O)(O)=O)CC ([(Diethylcarbamoyl)methyl]phosphonic acid). Reaction SMILES: [CH2:1]([NH:3][CH2:4][CH3:5])[CH3:2].[C:6]([CH2:9][P:10](=[O:15])([O:13]C)[O:11]C)(O)=[O:7].C1(N=C=NC2CCCCC2)CCCCC1>C(Cl)Cl>[CH2:1]([N:3]([CH2:4][CH3:5])[C:6]([CH2:9][P:10](=[O:15])([OH:13])[OH:11])=[O:7])[CH3:2]. Procedure: Diethylamine (0.045 mole) and dimethyl (carboxymethyl)phosphonate (0.04 mole) were dissolved in 100 ml. of methylene chloride. As the solution was stirred, dicyclohexylcarbodiimide was added portionwise. The solution was stirred overnight and the mixture was filtered. The filtrate was concentrated to a solid. It was recrystallized from an appropriate solvent such as methanol. Starting materials: C(C)(=O)O (acetic acid), [Cl-].[NH4+] (ammonium chloride), CC1=C2C(=NC=C1)N(N=C2C([O-])=N)CC2=C(C=CC=C2)F (methyl(2-fluorobenzyl)-1H-pyrazolo[3,4-b]pyridine-3-carboximidate). Run in CO (methanol). Yields the product FC1=C(CN2N=C(C=3C2=NC=CC3)C(=N)N)C=CC=C1 (1-(2-Fluorobenzyl)-1H-pyrazolo[3,4-b]pyridine-3-carboxamidine). Reaction SMILES: C(O)(=O)C.[Cl-].[NH4+:6].C[C:8]1[CH:13]=[CH:12][N:11]=[C:10]2[N:14]([CH2:20][C:21]3[CH:26]=[CH:25][CH:24]=[CH:23][C:22]=3[F:27])[N:15]=[C:16]([C:17](=[NH:19])[O-])[C:9]=12>CO>[F:27][C:22]1[CH:23]=[CH:24][CH:25]=[CH:26][C:21]=1[CH2:20][N:14]1[C:10]2=[N:11][CH:12]=[CH:13][CH:8]=[C:9]2[C:16]([C:17]([NH2:19])=[NH:6])=[N:15]1 |f:1.2|. Reported procedure: 33.76 g (32.19 ml, 562 mmol) of glacial acetic acid and 9.28 g (173 mmol) of ammonium chloride are added to the solution of methyl(2-fluorobenzyl)-1H-pyrazolo[3,4-b]pyridine-3-carboximidate in methanol obtained from example 2E), and the mixture is stirred under reflux overnight. The solvent is evaporated in vacuo, the residue is thoroughly triturated with acetone, and the precipitated solid is filtered off with suction.